This data is from the Open Reaction Database (ORD), a public repository of structured organic reaction records. The task is: describe an organic reaction: reactants, conditions, products, and yield Starting materials: CC(=O)[O-], CC1Cc2ccccc2N1, CC#N, Cl, O=N[O-], [NH4+], [Na+], O, [Zn]. Product: CC1Cc2ccccc2N1N, Cl. As a reaction SMILES: [CH3:17][C:18](=[O:19])[O-:20].[CH3:1][CH:2]1[NH:3][c:4]2[cH:5][cH:6][cH:7][cH:8][c:9]2[CH2:10]1.[CH3:21][C:22]#[N:23].[ClH:11].[N:12]([O-:13])=[O:14].[NH4+:16].[Na+:15].[OH2:24].[Zn:25]>>[CH3:1][CH:2]1[N:3]([NH2:12])[c:4]2[cH:5][cH:6][cH:7][cH:8][c:9]2[CH2:10]1.[ClH:11]. The reactants are NC(C=1C=C(SC1C)C(=S)OC)=S (methyl 4-(aminothioxomethyl)-5-methylthiothiophene-2-carboxylate), C(C)(C)(C)C1=NN(C(=C1)C(CBr)=O)CC1=CC=CC=C1 (1-[3-(tert-butyl)-1-benzylpyrazol-5-yl]-2-bromoethan-l-one). The product is C(C)(C)(C)C1=NN(C(=C1)C=1N=C(SC1)C=1C=C(SC1C)C(=S)OC)CC1=CC=CC=C1 (methyl 4-{4-[3-(tert-butyl)-1-benzylpyrazol-5-yl](1,3-thiazol-2-yl)}-5-methylthiothiophene-2-carboxylate). The yield is 81.0%. Reaction SMILES: [NH2:1][C:2](=[S:13])[C:3]1[CH:4]=[C:5]([C:9]([O:11][CH3:12])=[S:10])[S:6][C:7]=1[CH3:8].[C:14]([C:18]1[CH:22]=[C:21]([C:23](=O)[CH2:24]Br)[N:20]([CH2:27][C:28]2[CH:33]=[CH:32][CH:31]=[CH:30][CH:29]=2)[N:19]=1)([CH3:17])([CH3:16])[CH3:15]>>[C:14]([C:18]1[CH:22]=[C:21]([C:23]2[N:1]=[C:2]([C:3]3[CH:4]=[C:5]([C:9]([O:11][CH3:12])=[S:10])[S:6][C:7]=3[CH3:8])[S:13][CH:24]=2)[N:20]([CH2:27][C:28]2[CH:29]=[CH:30][CH:31]=[CH:32][CH:33]=2)[N:19]=1)([CH3:17])([CH3:15])[CH3:16]. Reported procedure: A solution of 823 mg (3.3 mmol of methyl 4-(aminothioxomethyl)-5-methylthiothiophene-2-carboxylate (Maybridge, Cornwall, UK) was reacted with 1.36 g (3.3 mmol) of 1-[3-(tert-butyl)-1-benzylpyrazol-5-yl]-2-bromoethan-l-one in a manner similar to Example 8, step (a) to give methyl 4-{4-[3-(tert-butyl)-1-benzylpyrazol-5-yl](1,3-thiazol-2-yl)}-5-methylthiothiophene-2-carboxylate (1.25 g, 79%) as a crystalline solid. 1H-NMR (DMSO-d6; 300 MHz) δ8.11 (s, 1H), 8.05 (s, 1H), 7.28-6.99 (m, 5H), 6.70 (s, 1...